Dataset: the Open Reaction Database (ORD), a public repository of structured organic reaction records. Task: describe an organic reaction: reactants, conditions, products, and yield Reactants: C(=O)(O)CC1=CC=C2NC(C(N(C2=C1)O)=O)=O (7-carboxymethyl-1-hydroxyquinoxaline-2,3(1H,4H)-dione), S(O)(O)(=O)=O (sulfuric acid), CO (methanol). Conditions: temperature 25 celsius. Yields the product ON1C(C(NC2=CC=C(C=C12)CC(=O)OC)=O)=O (1-hydroxy-7-methoxycarbonylmethyl-quinoxaline-2,3(1H,4H)-dione). Yield: 76.0%. As a reaction SMILES: [C:1]([CH2:4][C:5]1[CH:14]=[C:13]2[C:8]([NH:9][C:10](=[O:17])[C:11](=[O:16])[N:12]2[OH:15])=[CH:7][CH:6]=1)([OH:3])=[O:2].S(=O)(=O)(O)O.[CH3:23]O>>[OH:15][N:12]1[C:13]2[C:8](=[CH:7][CH:6]=[C:5]([CH2:4][C:1]([O:3][CH3:23])=[O:2])[CH:14]=2)[NH:9][C:10](=[O:17])[C:11]1=[O:16]. Reported procedure: A mixture of 0.5 g (2.1 mmol) 7-carboxymethyl-1-hydroxyquinoxaline-2,3(1H,4H)-dione, 5 dr. sulfuric acid (97%) and 50 ml methanol was refluxed for 1 h. After cooling to 25° C. the precipitate was filtered off and washed with ether to give 0.4 g (76%) of 1-hydroxy-7-methoxycarbonylmethyl-quinoxaline-2,3(1H,4H)-dione. M.p. decomp. 1H-NMR (DMSO-d6): 12.2 (1H, broad s), 7.5-7.1 (3H, m), 3.9 (2H, s), 3.7 (3H,s). Reactants: IC=1C=C2C(=NC1NS(=O)(=O)C)OC(=C2C(=O)NC)C2=CC=C(C=C2)C (5-iodo-N-methyl-6-(methylsulfonamido)-2-p-tolylfuro[2,3-b]pyridine-3-carboxamide), C(C1=CC=CC=C1)[C@@H]1N(C(OC1)=O)C([C@H](CCCBr)C)=O ((S)-4-benzyl-3-((S)-5-bromo-2-methylpentanoyl)oxazolidin-2-one), C([O-])([O-])=O.[Cs+].[Cs+] (CESIUM CARBONATE), [Na+].[I-] (NaI), Cl (HCl). The solvent is CC(=O)N(C)C (DMA). Conditions: temperature 100 celsius. Yields the product C(C1=CC=CC=C1)[C@@H]1N(C(OC1)=O)C([C@H](CCCN(S(=O)(=O)C)C1=C(C=C2C(=N1)OC(=C2C(=O)NC)C2=CC=C(C=C2)C)I)C)=O (6-(N—((S)-5-((S)-4-benzyl-2-oxooxazolidin-3-yl)-4-methyl-5-oxopentyl)methylsulfonamido)-5-iodo-N-methyl-2-p-tolylfuro[2,3-b]pyridine-3-carboxamide). Reaction SMILES: [I:1][C:2]1[CH:3]=[C:4]2[C:15]([C:16]([NH:18][CH3:19])=[O:17])=[C:14]([C:20]3[CH:25]=[CH:24][C:23]([CH3:26])=[CH:22][CH:21]=3)[O:13][C:5]2=[N:6][C:7]=1[NH:8][S:9]([CH3:12])(=[O:11])=[O:10].[CH2:27]([C@H:34]1[CH2:38][O:37][C:36](=[O:39])[N:35]1[C:40](=[O:47])[C@@H:41]([CH3:46])[CH2:42][CH2:43][CH2:44]Br)[C:28]1[CH:33]=[CH:32][CH:31]=[CH:30][CH:29]=1.C(=O)([O-])[O-].[Cs+].[Cs+].[Na+].[I-].Cl>CC(N(C)C)=O>[CH2:27]([C@H:34]1[CH2:38][O:37][C:36](=[O:39])[N:35]1[C:40](=[O:47])[C@@H:41]([CH3:46])[CH2:42][CH2:43][CH2:44][N:8]([C:7]1[N:6]=[C:5]2[O:13][C:14]([C:20]3[CH:21]=[CH:22][C:23]([CH3:26])=[CH:24][CH:25]=3)=[C:15]([C:16]([NH:18][CH3:19])=[O:17])[C:4]2=[CH:3][C:2]=1[I:1])[S:9]([CH3:12])(=[O:10])=[O:11])[C:28]1[CH:29]=[CH:30][CH:31]=[CH:32][CH:33]=1 |f:2.3.4,5.6|. Procedure details: To 5-iodo-N-methyl-6-(methylsulfonamido)-2-p-tolylfuro[2,3-b]pyridine-3-carboxamide (1 g, 2.061 mmol) was added (S)-4-benzyl-3-((S)-5-bromo-2-methylpentanoyl)oxazolidin-2-one (0.730 g, 2.061 mmol) and CESIUM CARBONATE (2.014 g, 6.18 mmol) and NaI (0.309 g, 2.061 mmol) and DMA (4.12 mL). Heated 100° C. 2 hr (note: done at 1 hr) Added 30 mL 1N HCl and extracted with EtOAc, washed with brine, and conc. on vac. 3.05 g crude brown oil. Taken up in minimum EtOAc 30 mL and triturated into a stirring so... The reactants are NC(C=1C=C(SC1C)C(=S)OC)=S (methyl 4-(aminothioxomethyl)-5-methylthiothiophene-2-carboxylate), FC(C=1C=C(C=C(C1)C(F)(F)F)C(CBr)=O)(F)F (1-[3,5-bis(trifluoromethyl)phenyl]-2-bromoethane-1-one). Yields the product FC(C=1C=C(C=C(C1)C(F)(F)F)C=1N=C(SC1)C=1C=C(SC1C)C(=S)OC)(F)F (methyl 4-{4-[3,5-bis(trifluoromethyl)phenyl](1,3-thiazol-2-yl)}-5-methylthiothiophene-2-carboxylate). The yield is 5.0%. Reaction SMILES: [NH2:1][C:2](=[S:13])[C:3]1[CH:4]=[C:5]([C:9]([O:11][CH3:12])=[S:10])[S:6][C:7]=1[CH3:8].[F:14][C:15]([F:31])([F:30])[C:16]1[CH:17]=[C:18]([C:26](=O)[CH2:27]Br)[CH:19]=[C:20]([C:22]([F:25])([F:24])[F:23])[CH:21]=1>>[F:14][C:15]([F:30])([F:31])[C:16]1[CH:17]=[C:18]([C:26]2[N:1]=[C:2]([C:3]3[CH:4]=[C:5]([C:9]([O:11][CH3:12])=[S:10])[S:6][C:7]=3[CH3:8])[S:13][CH:27]=2)[CH:19]=[C:20]([C:22]([F:23])([F:24])[F:25])[CH:21]=1. Procedure details: A solution of 75 mg (0.3 mmol) of methyl 4-(aminothioxomethyl)-5-methylthiothiophene-2-carboxylate (Maybridge, Cornwall, UK) was reacted with 101 mg (0.3 mmol) of 1-[3,5-bis(trifluoromethyl)phenyl]-2-bromoethane-1-one in a manner similar Example 8, step (a) to give methyl 4-{4-[3,5-bis(trifluoromethyl)phenyl](1,3-thiazol-2-yl)}-5-methylthiothiophene-2-carboxylate (7 mg, 5%) as a solid. 1H-NMR (DMSO-d6; 300 MHz) δ8.75 (s, 1H), 8.73 (m, 2H), 8.29 (s, 1H), 8.13 (m, 1H), 3.87 (s, 3H), 2.79 (s, 3H). ... Starting materials: C1(=CC=CC2=CC=CC=C12)OCCCCCCCCN(C)C (1-(1-naphthyloxy)-8-(N,N-dimethylamino)octane), Cl (hydrogen chloride), C(C)OCC (Diethyl ether). The solvent is CO (methanol), CO (methanol). The product is Cl.C1(=CC=CC2=CC=CC=C12)OCCCCCCCCN(C)C (1-(1-naphthyloxy)-8-(N,N-dimethylamino)octane hydrochloride). Reaction SMILES: [ClH:1].[C:2]1([O:12][CH2:13][CH2:14][CH2:15][CH2:16][CH2:17][CH2:18][CH2:19][CH2:20][N:21]([CH3:23])[CH3:22])[C:11]2[C:6](=[CH:7][CH:8]=[CH:9][CH:10]=2)[CH:5]=[CH:4][CH:3]=1.C(OCC)C>CO>[ClH:1].[C:2]1([O:12][CH2:13][CH2:14][CH2:15][CH2:16][CH2:17][CH2:18][CH2:19][CH2:20][N:21]([CH3:23])[CH3:22])[C:11]2[C:6](=[CH:7][CH:8]=[CH:9][CH:10]=2)[CH:5]=[CH:4][CH:3]=1 |f:4.5|. Procedure details: A twofold stoichiometric excess of 3% hydrogen chloride in methanol is added to a solution of 1.0 g. of 1-(1-naphthyloxy)-8-(N,N-dimethylamino)octane in 20 ml methanol. Diethyl ether is added until precipitation is complete. The product is filtered, washed with ether, air dried and recrystallized to give 1-(1-naphthyloxy)-8-(N,N-dimethylamino)octane hydrochloride, m.p. 142°-143.5° C. The reactants are Cl.Cl.C(C)OC([C@@H](NCCN)C)=O (N-(2-Aminoethyl)-alanine ethylester 2HCl), S1C(=NC2=C1C=CC=C2)S(=O)(=O)Cl (benzothiazole-2-sulfonyl chloride). Product: C(C)OC([C@@H](NCCNS(=O)(=O)C=1SC2=C(N1)C=CC=C2)C)=O (N-[2-(Benzothiazole-2-sulfonylamino)-ethyl]-alanine Ethyl Ester). As a reaction SMILES: Cl.Cl.[CH2:3]([O:5][C:6](=[O:13])[C@H:7]([CH3:12])[NH:8][CH2:9][CH2:10][NH2:11])[CH3:4].[S:14]1[C:18]2[CH:19]=[CH:20][CH:21]=[CH:22][C:17]=2[N:16]=[C:15]1[S:23](Cl)(=[O:25])=[O:24]>>[CH2:3]([O:5][C:6](=[O:13])[C@H:7]([CH3:12])[NH:8][CH2:9][CH2:10][NH:11][S:23]([C:15]1[S:14][C:18]2[CH:19]=[CH:20][CH:21]=[CH:22][C:17]=2[N:16]=1)(=[O:24])=[O:25])[CH3:4] |f:0.1.2|. Procedure: N-(2-Aminoethyl)-alanine ethylester 2HCl, prepared as described by Puschl (A. Puschl et al., Tetrahedron, 1998, 39, 4707.), was reacted with benzothiazole-2-sulfonyl chloride as per the procedure of Example 1 to give the title compound. 1H NMR (500 MHz; DMSO-d6) δ 8.27 (d, 1H), 8.18 (d, 1H), 7.69˜7.62 (m, 2H), 4.01 (q, 2H), 3.17 (q, 1H), 3.13 (t, 2H), 2.61 (m, 1H), 2.49 (m, 1H), 1.13 (t, 3H), 1.06 (d, 3H). The reactants are Clc1ncc(Br)c2sc(-c3ccccc3)cc12, C1CCOC1, [Li]CCCC, CCCCCC, CC=O, c1ccccc1. Product: CC(O)c1cnc(Cl)c2cc(-c3ccccc3)sc12. Reaction SMILES: [Br:1][c:2]1[c:3]2[c:4]([c:5]([Cl:8])[n:6][cH:7]1)[cH:9][c:10](-[c:12]1[cH:13][cH:14][cH:15][cH:16][cH:17]1)[s:11]2.[CH2:32]1[O:33][CH2:34][CH2:35][CH2:36]1.[CH3:24][CH2:25][CH2:26][CH2:27][Li:28].[CH3:37][CH2:38][CH2:39][CH2:40][CH2:41][CH3:42].[CH:29]([CH3:30])=[O:31].[cH:18]1[cH:19][cH:20][cH:21][cH:22][cH:23]1>>[c:2]1([CH:29]([CH3:30])[OH:31])[c:3]2[c:4]([c:5]([Cl:8])[n:6][cH:7]1)[cH:9][c:10](-[c:12]1[cH:13][cH:14][cH:15][cH:16][cH:17]1)[s:11]2.